This data is from the Open Reaction Database (ORD), a public repository of structured organic reaction records. The task is: describe an organic reaction: reactants, conditions, products, and yield The reactants are N1CCCC1 (Pyrrolidine), ClC1=CC=C(C=N1)C1=CC2=C(NCCN2CC2=C(C=CC(=C2)Cl)Cl)N=C1 (7-(6-chloropyridin-3-yl)-1-(2,5-dichlorobenzyl)-1,2,3,4-tetrahydropyrido[2,3-b]pyrazine). Conditions: temperature 87 celsius, time 16 hour. The product is ClC1=C(CN2C3=C(NCC2)N=CC(=C3)C=3C=NC(=CC3)N3CCCC3)C=C(C=C1)Cl (1-(2,5-Dichlorobenzyl)-7-(6-pyrrolidin-1-yl-pyridin-3-yl)-1,2,3,4-tetrahydropyrido[2,3-b]pyrazine). Isolated yield 36.0%. RXN SMILES: [NH:1]1[CH2:5][CH2:4][CH2:3][CH2:2]1.Cl[C:7]1[N:12]=[CH:11][C:10]([C:13]2[CH:31]=[N:30][C:16]3[NH:17][CH2:18][CH2:19][N:20]([CH2:21][C:22]4[CH:27]=[C:26]([Cl:28])[CH:25]=[CH:24][C:23]=4[Cl:29])[C:15]=3[CH:14]=2)=[CH:9][CH:8]=1>>[Cl:29][C:23]1[CH:24]=[CH:25][C:26]([Cl:28])=[CH:27][C:22]=1[CH2:21][N:20]1[CH2:19][CH2:18][NH:17][C:16]2[N:30]=[CH:31][C:13]([C:10]3[CH:11]=[N:12][C:7]([N:1]4[CH2:5][CH2:4][CH2:3][CH2:2]4)=[CH:8][CH:9]=3)=[CH:14][C:15]1=2. Procedure details: Pyrrolidine (1 mL) was added to 7-(6-chloropyridin-3-yl)-1-(2,5-dichlorobenzyl)-1,2,3,4-tetrahydropyrido[2,3-b]pyrazine (49 mg), and the mixture was stirred at 87° C. for 16 hours. The reaction mixture was then concentrated, and CH2Cl2 and H2O were added. The organic phase was isolated, dried with magnesium sulfate, filtered and then purified by normal phase column chromatography eluting with 3% methanol in CH2Cl2 to give the title compound as a yellow solid (36% yield). M.p.>200° C., LCMS: m/z=...